Dataset: the Open Reaction Database (ORD), a public repository of structured organic reaction records. Task: describe an organic reaction: reactants, conditions, products, and yield The reactants are [BH4-].[Na+] (sodium borohydride), 10.5, FC1=CC=C(C=C1)C1(CC=C(CC1)N1CCC2(C(NCN2C2=CC=CC=C2)=O)CC1)C#N (1-(4-fluorophenyl)-4-(4-oxo-1-phenyl-1,3,8-triazaspiro[4,5]dec-8-yl)-3-cyclohexene-1-carbonitrile), C[O-].[Na+] (sodium methoxide). Run in C(C)O (ethanol). Run at time 6 hour. Product: FC1=CC=C(C=C1)C1(CCC(CC1)N1CCC2(C(NCN2C2=CC=CC=C2)=O)CC1)C#N (1-(4-fluorophenyl)-4-(4-oxo-1-phenyl-1,3,8-triazaspiro[4,5]dec-8-yl)cyclohexanecarbonitrile). Reaction SMILES: [F:1][C:2]1[CH:7]=[CH:6][C:5]([C:8]2([C:31]#[N:32])[CH2:13][CH2:12][C:11]([N:14]3[CH2:30][CH2:29][C:17]4([N:21]([C:22]5[CH:27]=[CH:26][CH:25]=[CH:24][CH:23]=5)[CH2:20][NH:19][C:18]4=[O:28])[CH2:16][CH2:15]3)=[CH:10][CH2:9]2)=[CH:4][CH:3]=1.C[O-].[Na+].[BH4-].[Na+]>C(O)C>[F:1][C:2]1[CH:7]=[CH:6][C:5]([C:8]2([C:31]#[N:32])[CH2:9][CH2:10][CH:11]([N:14]3[CH2:30][CH2:29][C:17]4([N:21]([C:22]5[CH:23]=[CH:24][CH:25]=[CH:26][CH:27]=5)[CH2:20][NH:19][C:18]4=[O:28])[CH2:16][CH2:15]3)[CH2:12][CH2:13]2)=[CH:4][CH:3]=1 |f:1.2,3.4|. Procedure: To a stirred mixture of 10.5 parts of 1-(4-fluorophenyl)-4-(4-oxo-1-phenyl-1,3,8-triazaspiro[4,5]dec-8-yl)-3-cyclohexene-1-carbonitrile, 1 part of sodium methoxide solution 30% and 320 parts of ethanol is added portionwise 1 part of sodium borohydride. Upon completion, starting at room temperature is continued for 6 hours. The reaction mixture is poured onto water and the product is extracted with trichloromethane. The extract is dried, filtered and evaporated. The residue is purified by column-... Run at time 15 minute. Reported procedure: To a stirred suspension of 3-{4-[4-(2-chloropyridin-4-yl)-3-methoxyphenyl]-1H-1,2,3-triazol-1-yl}-1-(2,2,2-trifluoroethyl)-1,3,4,5-tetrahydro-2H-1-benzazepin-2-one (50 mg, 0.095 mmol), previously prepared, and ferric acetylacetonate (3.34 mg, 9.47 μmol) in THF (852 μl) and NMP (95 μl) at 0° C. was added ethyl magnesium bromide (1M in THF, 189 μl, 0.189 mmol). The reaction was held at 0° C. and stirred for 15 minutes. The reaction was quenched at 0° C. with a small addition of 1 mL of a saturated... Run in C1CCOC1 (THF), CN1CCCC1=O (NMP). Yields the product C(C)C1=NC=CC(=C1)C1=C(C=C(C=C1)C=1N=NN(C1)C1C(N(C2=C(CC1)C=CC=C2)CC(F)(F)F)=O)OC (3-{4-[4-(2-ethylpyridin-4-yl)-3-methoxyphenyl]-1H-1,2,3-triazol-1-yl}-1-(2,2,2-trifluoroethyl)-1,3,4,5-tetrahydro-2H-1 benzazepin-2-one). Reactants: ferric acetylacetonate, C(C)[Mg]Br (ethyl magnesium bromide), ClC1=NC=CC(=C1)C1=C(C=C(C=C1)C=1N=NN(C1)C1C(N(C2=C(CC1)C=CC=C2)CC(F)(F)F)=O)OC (3-{4-[4-(2-chloropyridin-4-yl)-3-methoxyphenyl]-1H-1,2,3-triazol-1-yl}-1-(2,2,2-trifluoroethyl)-1,3,4,5-tetrahydro-2H-1-benzazepin-2-one). RXN SMILES: Cl[C:2]1[CH:7]=[C:6]([C:8]2[CH:13]=[CH:12][C:11]([C:14]3[N:15]=[N:16][N:17]([CH:19]4[CH2:25][CH2:24][C:23]5[CH:26]=[CH:27][CH:28]=[CH:29][C:22]=5[N:21]([CH2:30][C:31]([F:34])([F:33])[F:32])[C:20]4=[O:35])[CH:18]=3)=[CH:10][C:9]=2[O:36][CH3:37])[CH:5]=[CH:4][N:3]=1.[CH2:38]([Mg]Br)[CH3:39]>C1COCC1.CN1C(=O)CCC1>[CH2:38]([C:2]1[CH:7]=[C:6]([C:8]2[CH:13]=[CH:12][C:11]([C:14]3[N:15]=[N:16][N:17]([CH:19]4[CH2:25][CH2:24][C:23]5[CH:26]=[CH:27][CH:28]=[CH:29][C:22]=5[N:21]([CH2:30][C:31]([F:34])([F:33])[F:32])[C:20]4=[O:35])[CH:18]=3)=[CH:10][C:9]=2[O:36][CH3:37])[CH:5]=[CH:4][N:3]=1)[CH3:39]. Reactants: O=C(O)C=CC(=O)O, OO. Yields the product O=C(O)C1OC1C(=O)O. Reaction SMILES: [OH:1][C:2](=[O:3])[CH:4]=[CH:5][C:6]([OH:7])=[O:8].[OH:9][OH:10]>>[OH:1][C:2](=[O:3])[CH:4]1[CH:5]([C:6]([OH:7])=[O:8])[O:9]1. Starting materials: CCCCCCCCC1COC(c2ccc(O)cc2)OC1C, ClCCl, CN(C)c1ccncc1, C(=NC1CCCCC1)=NC1CCCCC1, CCCCC(F)C(=O)O. Product: CCCCCCCCC1COC(c2ccc(OC(=O)C(F)CCCC)cc2)OC1C. RXN SMILES: [CH2:1]([CH2:2][CH2:3][CH2:4][CH2:5][CH2:6][CH2:7][CH3:8])[CH:9]1[CH:10]([CH3:22])[O:11][CH:12]([c:15]2[cH:16][cH:17][c:18]([OH:21])[cH:19][cH:20]2)[O:13][CH2:14]1.[CH2:56]([Cl:57])[Cl:58].[CH3:47][N:48]([CH3:49])[c:50]1[cH:51][cH:52][n:53][cH:54][cH:55]1.[CH:32]1([N:33]=[C:34]=[N:35][CH:36]2[CH2:37][CH2:38][CH2:39][CH2:40][CH2:41]2)[CH2:42][CH2:43][CH2:44][CH2:45][CH2:46]1.[F:23][CH:24]([C:25](=[O:26])[OH:27])[CH2:28][CH2:29][CH2:30][CH3:31]>>[CH2:1]([CH2:2][CH2:3][CH2:4][CH2:5][CH2:6][CH2:7][CH3:8])[CH:9]1[CH:10]([CH3:22])[O:11][CH:12]([c:15]2[cH:16][cH:17][c:18]([O:21][C:25]([CH:24]([F:23])[CH2:28][CH2:29][CH2:30][CH3:31])=[O:26])[cH:19][cH:20]2)[O:13][CH2:14]1.